From a dataset of the Open Reaction Database (ORD), a public repository of structured organic reaction records. describe an organic reaction: reactants, conditions, products, and yield Starting materials: CC1=C(C(=C(C=C1)C)C)C (1,2,3,4-Tetramethylbenzene), ClCS(=O)C1=CC=C(C=C1)C (1-((chloromethyl)sulfinyl)-4-methylbenzene), FC(S(=O)(=O)OS(=O)(=O)C(F)(F)F)(F)F (trifluoromethanesulfonic anhydride). The solvent is C(C)OCC (diethyl ether). Yields the product [O-]S(=O)(=O)C(F)(F)F.ClC[S+](C1=CC=C(C=C1)C)C1=C(C(=C(C(=C1)C)C)C)C ((chloromethyl)(2,3,4,5-tetramethylphenyl)(p-tolyl)sulfonium triflate). RXN SMILES: [Cl:1][CH2:2][S:3]([C:5]1[CH:10]=[CH:9][C:8]([CH3:11])=[CH:7][CH:6]=1)=O.[CH3:12][C:13]1[CH:18]=[CH:17][C:16]([CH3:19])=[C:15]([CH3:20])[C:14]=1[CH3:21].[F:22][C:23]([F:36])([F:35])[S:24]([O:27]S(C(F)(F)F)(=O)=O)(=[O:26])=[O:25]>C(OCC)C>[O-:27][S:24]([C:23]([F:36])([F:35])[F:22])(=[O:26])=[O:25].[Cl:1][CH2:2][S+:3]([C:18]1[CH:17]=[C:16]([CH3:19])[C:15]([CH3:20])=[C:14]([CH3:21])[C:13]=1[CH3:12])[C:5]1[CH:10]=[CH:9][C:8]([CH3:11])=[CH:7][CH:6]=1 |f:4.5|. Reported procedure: 1-((chloromethyl)sulfinyl)-4-methylbenzene (500 mg, 2.65 mmol) of example 29 was dissolved in dry diethyl ether (5 mL) under an argon atmosphere. 1,2,3,4-Tetramethylbenzene (0.40 mL, 1 eq) was slowly added to the previous solution and then the mixture was cooled to a temperature between 5° C. and 0° C. After stabilizing the temperature, trifluoromethanesulfonic anhydride (0.45 mL, 1 eq) was added maintaining the same temperature. The mixture was stirred until the reaction was complete. The preci... Starting materials: COc1cc2c(C#N)cnc(Br)c2cc1OC, ClCCl, Cn1cc[n+](C)c1, CCOC(C)=O, [H-], [I-], [Na+], CN(C)C=O, O, O=Cc1cccc(OCCO)c1. The product is COc1cc2c(C#N)cnc(C(=O)c3cccc(OCCO)c3)c2cc1OC. As a reaction SMILES: [Br:3][c:4]1[n:5][cH:6][c:7]([C:18]#[N:19])[c:8]2[cH:9][c:10]([O:16][CH3:17])[c:11]([O:14][CH3:15])[cH:12][c:13]12.[CH2:45]([Cl:46])[Cl:47].[CH3:33][n:34]1[cH:35][n+:36]([CH3:37])[cH:38][cH:39]1.[CH3:48][CH2:49][O:50][C:51]([CH3:52])=[O:53].[H-:1].[I-:32].[Na+:2].[O:40]=[CH:41][N:42]([CH3:43])[CH3:44].[OH2:54].[OH:20][CH2:21][CH2:22][O:23][c:24]1[cH:25][c:26]([CH:27]=[O:28])[cH:29][cH:30][cH:31]1>>[c:4]1([C:27]([c:26]2[cH:25][c:24]([O:23][CH2:22][CH2:21][OH:20])[cH:31][cH:30][cH:29]2)=[O:28])[n:5][cH:6][c:7]([C:18]#[N:19])[c:8]2[cH:9][c:10]([O:16][CH3:17])[c:11]([O:14][CH3:15])[cH:12][c:13]12. Run in CN(C=O)C (N,N-dimethylformamide). Yields the product ClC1=CC=C(CN2N=C(C=C2)[N+](=O)[O-])C=C1 (1-(4-chloro-benzyl)-3-nitro-1H-pyrazole). As a reaction SMILES: [N+:1]([C:4]1[CH:8]=[CH:7][NH:6][N:5]=1)([O-:3])=[O:2].[H-].[Na+].[Cl:11][C:12]1[CH:19]=[CH:18][C:15]([CH2:16]Br)=[CH:14][CH:13]=1>CN(C)C=O>[Cl:11][C:12]1[CH:19]=[CH:18][C:15]([CH2:16][N:6]2[CH:7]=[CH:8][C:4]([N+:1]([O-:3])=[O:2])=[N:5]2)=[CH:14][CH:13]=1 |f:1.2|. Reactants: [N+](=O)([O-])C1=NNC=C1 (3-nitro-1H-pyrazole), [H-].[Na+] (sodium hydride), oil, ClC1=CC=C(CBr)C=C1 (4-chlorobenzylbromide). Reported procedure: To a solution of 3-nitro-1H-pyrazole (prepared in example 3, 200 mg, 1.77 mmol) in anhydrous N,N-dimethylformamide (2 mL), a 60% dispersion of sodium hydride in mineral oil (92 mg, 2.30 mmol) was added while stirring under nitrogen. After the effervescence ceased and the mixture was stirred for additional 30 min, 4-chlorobenzylbromide (473 mg, 2.30 mmol) was added. The mixture was continued to stir under nitrogen for an additional 2 h. The solvent was removed in vacuo and purification by ISCO fl... Isolated yield 81.8%. Reactants: C(C)N(CC)CC1=C(C=C(S1)C1=NC(=NO1)C1=CC=C(C=C1)CC(COS(=O)(=O)C)O)C (rac-methanesulfonic acid 3-{4-[5-(5-diethylaminomethyl-4-methyl-thiophen-2-yl)-[1,2,4]oxadiazol-3-yl]-phenyl}-2-hydroxy-propyl ester), C(O)CN (ethanolamine). Yields the product C(C)N(CC)CC1=C(C=C(S1)C1=NC(=NO1)C1=CC=C(C=C1)CC(CNCCO)O)C (rac-1-{4-[5-(5-Diethylaminomethyl-4-methyl-thiophen-2-yl)-[1,2,4]oxadiazol-3-yl]-phenyl}-3-(2-hydroxy-ethylamino)-propan-2-ol). Yield: 17.3%. Reaction SMILES: [CH2:1]([N:3]([CH2:6][C:7]1[S:11][C:10]([C:12]2[O:16][N:15]=[C:14]([C:17]3[CH:22]=[CH:21][C:20]([CH2:23][CH:24]([OH:31])[CH2:25]OS(C)(=O)=O)=[CH:19][CH:18]=3)[N:13]=2)=[CH:9][C:8]=1[CH3:32])[CH2:4][CH3:5])[CH3:2].[CH2:33]([CH2:35][NH2:36])[OH:34]>>[CH2:1]([N:3]([CH2:6][C:7]1[S:11][C:10]([C:12]2[O:16][N:15]=[C:14]([C:17]3[CH:18]=[CH:19][C:20]([CH2:23][CH:24]([OH:31])[CH2:25][NH:36][CH2:35][CH2:33][OH:34])=[CH:21][CH:22]=3)[N:13]=2)=[CH:9][C:8]=1[CH3:32])[CH2:4][CH3:5])[CH3:2]. Procedure details: The title compound (16 mg) is prepared starting from rac-methanesulfonic acid 3-{4-[5-(5-diethylaminomethyl-4-methyl-thiophen-2-yl)-[1,2,4]oxadiazol-3-yl]-phenyl}-2-hydroxy-propyl ester (100 mg, 208 μmol) and ethanolamine (64 mg, 1.04 mmol) in analogy to Example 168 step b); LC-MS: tR=0.63 min; [M+1]+=445.07; 1H NMR (CDCl3): δ1.10 (t, J=7.0 Hz, 6H), 2.25 (s, 3H), 2.53 (s br, 2H), 2.59-2.67 (m, 5H), 2.77-2.90 (m, 5H), 3.69 (t, J=5.0 Hz, 2H), 3.72 (s, 2H), 3.95-4.03 (m, 1H), 7.37 (d, J=8.3 Hz, 2H)... Starting materials: CCCCCCO, CN(C)C=O, N#Cc1cc([N+](=O)[O-])ccc1Cl, [H-], [Na+], O. Product: CCCCCCOc1ccc([N+](=O)[O-])cc1C#N. RXN SMILES: [CH2:18]([CH2:19][CH2:20][CH2:21][CH2:22][CH3:23])[OH:24].[CH3:1][N:2]([CH3:3])[CH:4]=[O:5].[Cl:6][c:7]1[c:8]([C:9]#[N:10])[cH:11][c:12]([N+:15](=[O:16])[O-:17])[cH:13][cH:14]1.[H-:25].[Na+:26].[OH2:27]>>[c:7]1([O:24][CH2:18][CH2:19][CH2:20][CH2:21][CH2:22][CH3:23])[c:8]([C:9]#[N:10])[cH:11][c:12]([N+:15](=[O:16])[O-:17])[cH:13][cH:14]1. Starting materials: Cl.Cl.ClC1=C(C=CC=C1)NC1CCNCC1 (4-(2-chloro-phenylamino)-piperidine dihydrochloride), C(C1=CC=CC=C1)OC1=C(C=CC=C1)C1=CC(=NO1)C(=O)NCC(=O)O ({[5-(2-benzyloxy-phenyl)-isoxazole-3-carbonyl]-amino}-acetic acid), CCN(C(C)C)C(C)C (DIPEA), C=1C=CC2=C(C1)N=NN2O (HOBt), CCN=C=NCCCN(C)C.Cl (EDCI.HCl). The solvent is CN(C)C=O (DMF), O (water). Reaction conditions: time 8 hour. Product: ClC1=C(C=CC=C1)NC1CCN(CC1)C(CNC(=O)C1=NOC(=C1)C1=C(C=CC=C1)OCC1=CC=CC=C1)=O (5-(2-benzyloxy-phenyl)-isoxazole-3-carboxylic acid {2-[4-(2-chloro-phenylamino)-piperidin-1-yl]-2-oxo-ethyl}-amide). Yield: 66.8%. As a reaction SMILES: [CH2:1]([O:8][C:9]1[CH:14]=[CH:13][CH:12]=[CH:11][C:10]=1[C:15]1[O:19][N:18]=[C:17]([C:20]([NH:22][CH2:23][C:24]([OH:26])=O)=[O:21])[CH:16]=1)[C:2]1[CH:7]=[CH:6][CH:5]=[CH:4][CH:3]=1.CCN(C(C)C)C(C)C.C1C=CC2N(O)N=NC=2C=1.CCN=C=NCCCN(C)C.Cl.Cl.Cl.[Cl:60][C:61]1[CH:66]=[CH:65][CH:64]=[CH:63][C:62]=1[NH:67][CH:68]1[CH2:73][CH2:72][NH:71][CH2:70][CH2:69]1>CN(C=O)C.O>[Cl:60][C:61]1[CH:66]=[CH:65][CH:64]=[CH:63][C:62]=1[NH:67][CH:68]1[CH2:73][CH2:72][N:71]([C:24](=[O:26])[CH2:23][NH:22][C:20]([C:17]2[CH:16]=[C:15]([C:10]3[CH:11]=[CH:12][CH:13]=[CH:14][C:9]=3[O:8][CH2:1][C:2]3[CH:7]=[CH:6][CH:5]=[CH:4][CH:3]=3)[O:19][N:18]=2)=[O:21])[CH2:70][CH2:69]1 |f:3.4,5.6.7|. Procedure: To a stirred solution of {[5-(2-benzyloxy-phenyl)-isoxazole-3-carbonyl]-amino}-acetic acid (0.15 g, 0.00039 mol) in DMF (2 mL) was added DIPEA (0.224 g, 0.00174 mol), HOBt (0.065 g, 0.000482 mol) and EDCI.HCl (0.0925 g, 0.00048 mol) at ambient temperature. After 5 minutes 4-(2-chloro-phenylamino)-piperidine dihydrochloride (0.1 g, 0.00041 mol) was added and the resulting mixture was stirred overnight. The reaction mixture was then diluted with cold water and the resulting precipitate was isolate...